This data is from the Open Reaction Database (ORD), a public repository of structured organic reaction records. The task is: describe an organic reaction: reactants, conditions, products, and yield Reactants: F[B-](F)(F)F, CC(C)(C)c1ccc(CNCCc2cccc(OC(F)F)c2)cc1, CCN(C(C)C)C(C)C, O=C(O)c1cc(Cl)cc2cc[nH]c12, CN(C)C=O, O, CN(C)C(On1nnc2ccccc21)=[N+](C)C. Yields the product CC(C)(C)c1ccc(CN(CCc2cccc(OC(F)F)c2)C(=O)c2cc(Cl)cc3cc[nH]c23)cc1. As a reaction SMILES: [B-:14]([F:15])([F:16])([F:17])[F:18].[C:45]([CH3:46])([CH3:47])([CH3:48])[c:49]1[cH:50][cH:51][c:52]([CH2:53][NH:54][CH2:55][CH2:56][c:57]2[cH:58][c:59]([O:63][CH:64]([F:65])[F:66])[cH:60][cH:61][cH:62]2)[cH:67][cH:68]1.[CH:36]([N:37]([CH2:38][CH3:39])[CH:40]([CH3:41])[CH3:42])([CH3:43])[CH3:44].[Cl:1][c:2]1[cH:3][c:4]2[cH:5][cH:6][nH:7][c:8]2[c:9]([C:11](=[O:12])[OH:13])[cH:10]1.[O:69]=[CH:70][N:71]([CH3:72])[CH3:73].[OH2:74].[n:19]1([O:20][C:21]([N:22]([CH3:23])[CH3:24])=[N+:25]([CH3:26])[CH3:27])[c:28]2[cH:29][cH:30][cH:31][cH:32][c:33]2[n:34][n:35]1>>[Cl:1][c:2]1[cH:3][c:4]2[cH:5][cH:6][nH:7][c:8]2[c:9]([C:11](=[O:13])[N:54]([CH2:53][c:52]2[cH:51][cH:50][c:49]([C:45]([CH3:46])([CH3:47])[CH3:48])[cH:68][cH:67]2)[CH2:55][CH2:56][c:57]2[cH:58][c:59]([O:63][CH:64]([F:65])[F:66])[cH:60][cH:61][cH:62]2)[cH:10]1. Run at time 20 hour. Starting materials: C(C)(C)(C)OC(N(CCNC(C(F)(F)F)=O)C)=O (tert-butyl(methyl)[2-[(2,2,2-trifluoroacetyl)amino]ethyl]carbamate), C([O-])([O-])=O.[K+].[K+] (potassium carbonate). Isolated yield 70.0%. Procedure: To a solution of tert-butyl(methyl)[2-[(2,2,2-trifluoroacetyl)amino]ethyl]carbamate (1 g) in methanol (10 ml) in an ice bath was added aqueous 10% potassium carbonate (5 ml). After addition, the reaction mixture was warmed to room temperature and stirring was continued for additional 20 hr. The reaction mixture was concentrated and the residue was dissolved in ethyl acetate. The insoluble material was removed by filtration and the filtrate was concentrated to obtain the titled compound (451 mg). Product: NCCN(C(OC(C)(C)C)=O)C (tert-Butyl 2-aminoethyl(methyl)carbamate). Reaction SMILES: [C:1]([O:5][C:6](=[O:18])[N:7]([CH3:17])[CH2:8][CH2:9][NH:10]C(=O)C(F)(F)F)([CH3:4])([CH3:3])[CH3:2].C(=O)([O-])[O-].[K+].[K+]>CO>[NH2:10][CH2:9][CH2:8][N:7]([CH3:17])[C:6](=[O:18])[O:5][C:1]([CH3:2])([CH3:3])[CH3:4] |f:1.2.3|. Run in CO (methanol).